Dataset: the Open Reaction Database (ORD), a public repository of structured organic reaction records. Task: describe an organic reaction: reactants, conditions, products, and yield Reactants: OC1=CC=C(C=C1)C1=CC=C(C=C1)C#N (4-hydroxy-4'-cyanobiphenyl), BrCCCCCCCCCC (1-bromodecane), C([O-])([O-])=O.[K+].[K+] (potassium carbonate). The solvent is C(C(C)C)C(=O)C (methyl isobutyl ketone). Product: C(CCCCCCCCC)OC1=CC=C(C=C1)C1=CC=C(C=C1)C#N (4-decyloxy-4'-cyanobiphenyl). The yield is 97.0%. RXN SMILES: [OH:1][C:2]1[CH:7]=[CH:6][C:5]([C:8]2[CH:13]=[CH:12][C:11]([C:14]#[N:15])=[CH:10][CH:9]=2)=[CH:4][CH:3]=1.Br[CH2:17][CH2:18][CH2:19][CH2:20][CH2:21][CH2:22][CH2:23][CH2:24][CH2:25][CH3:26].C(=O)([O-])[O-].[K+].[K+]>C(C(C)=O)C(C)C>[CH2:17]([O:1][C:2]1[CH:3]=[CH:4][C:5]([C:8]2[CH:13]=[CH:12][C:11]([C:14]#[N:15])=[CH:10][CH:9]=2)=[CH:6][CH:7]=1)[CH2:18][CH2:19][CH2:20][CH2:21][CH2:22][CH2:23][CH2:24][CH2:25][CH3:26] |f:2.3.4|. Reported procedure: To 30 ml of methyl isobutyl ketone were added 3 g of 4-hydroxy-4'-cyanobiphenyl, 21.4 g of 1-bromodecane and 2.5 g of potassium carbonate, and the mixture was reacted under reflux for 30 hours. The reaction mixture was cooled and insoluble substances were removed by filtration. The filtrate was concentrated under a reduced pressure, ethanol was added to the residue and recrystallization was carried out to obtain 5 g of 4-decyloxy-4'-cyanobiphenyl. Thus, 4.1 g of this 4-decyloxy-4'-cyanobiphenyl ...